From a dataset of the Open Reaction Database (ORD), a public repository of structured organic reaction records. describe an organic reaction: reactants, conditions, products, and yield Reactants: [Br-], CC(C)(C)OC(=O)NCCOCc1cccc(CBr)c1, CC[N+](CC)(CC)Cc1ccccc1, CC#N, N#C[Na]. Yields the product CC(C)(C)OC(=O)NCCOCc1cccc(CC#N)c1. Reaction SMILES: [Br-:24].[Br:4][CH2:5][c:6]1[cH:7][c:8]([CH2:9][O:10][CH2:11][CH2:12][NH:13][C:14]([O:15][C:16]([CH3:17])([CH3:18])[CH3:19])=[O:20])[cH:21][cH:22][cH:23]1.[CH2:25]([N+:26]([CH2:27][CH3:28])([CH2:29][CH3:30])[CH2:31][CH3:32])[c:33]1[cH:34][cH:35][cH:36][cH:37][cH:38]1.[CH3:39][C:40]#[N:41].[Na:1][C:2]#[N:3]>>[C:2](#[N:3])[CH2:5][c:6]1[cH:7][c:8]([CH2:9][O:10][CH2:11][CH2:12][NH:13][C:14]([O:15][C:16]([CH3:17])([CH3:18])[CH3:19])=[O:20])[cH:21][cH:22][cH:23]1.